This data is from the Open Reaction Database (ORD), a public repository of structured organic reaction records. The task is: describe an organic reaction: reactants, conditions, products, and yield Starting materials: C(C1=CC=CC=C1)N1N=NC(=C1)CCCC(=O)O (4-(1-Benzyl-1H-1,2,3-triazol-4-yl)butanoic acid). The reagents and catalysts are [Pd] (Pd/C). Solvent: CCO (EtOH). Run at time 72 hour. Product: N1N=NC(=C1)CCCC(=O)O (4-(1H-1,2,3-Triazol-4-yl)butanoic acid). Reaction SMILES: C([N:8]1[CH:12]=[C:11]([CH2:13][CH2:14][CH2:15][C:16]([OH:18])=[O:17])[N:10]=[N:9]1)C1C=CC=CC=1>CCO.[Pd]>[NH:8]1[CH:12]=[C:11]([CH2:13][CH2:14][CH2:15][C:16]([OH:18])=[O:17])[N:10]=[N:9]1. Procedure: 4-(1-Benzyl-1H-1,2,3-triazol-4-yl)butanoic acid (step 3) (5.34 g, 21.77 mmol) was dissolved in EtOH (435 ml) and re-circulated through a 75 mm 10% Pd/C catalyst cartridge and hydrogenated using the H-Cube continuous flow hydrogenation at 60° C., 30 bar pressure for 72 hr. The reaction mixture was evaporated under reduced pressure to afford the title compound; Starting materials: O=C1CCC(=O)N1Br, ClC(Cl)(Cl)Cl, Cc1ccc(-c2ccccc2)cc1F. The product is Fc1cc(-c2ccccc2)ccc1CBr. RXN SMILES: [Br:15][N:16]1[C:17](=[O:18])[CH2:19][CH2:20][C:21]1=[O:22].[C:23]([Cl:24])([Cl:25])([Cl:26])[Cl:27].[F:1][c:2]1[cH:3][c:4](-[c:9]2[cH:10][cH:11][cH:12][cH:13][cH:14]2)[cH:5][cH:6][c:7]1[CH3:8]>>[F:1][c:2]1[cH:3][c:4](-[c:9]2[cH:10][cH:11][cH:12][cH:13][cH:14]2)[cH:5][cH:6][c:7]1[CH2:8][Br:15].